From a dataset of the Open Reaction Database (ORD), a public repository of structured organic reaction records. describe an organic reaction: reactants, conditions, products, and yield The reactants are [OH-].[Na+] (sodium hydroxide), C1CCOC1 (THF), CO (methanol), COC(=O)C=1C=C(C=CC1)CCC1CCN(CC1)C(=O)OC(C)(C)C (tert-butyl 4-{2-[3-(methoxycarbonyl)phenyl]ethyl}-1-piperidinecarboxylate). Run in CCOC(=O)C (EtOAc). Reaction conditions: temperature 60 celsius, time 2 hour. Yields the product C(C)(C)(C)OC(=O)N1CCC(CC1)CCC=1C=C(C(=O)O)C=CC1 (3-{2-[1-(tert-butoxycarbonyl)-4-piperidinyl]ethyl}benzoic acid). Yield: 99.8%. Reaction SMILES: [OH-].[Na+].C1COCC1.CO.C[O:11][C:12]([C:14]1[CH:15]=[C:16]([CH2:20][CH2:21][CH:22]2[CH2:27][CH2:26][N:25]([C:28]([O:30][C:31]([CH3:34])([CH3:33])[CH3:32])=[O:29])[CH2:24][CH2:23]2)[CH:17]=[CH:18][CH:19]=1)=[O:13]>CCOC(C)=O>[C:31]([O:30][C:28]([N:25]1[CH2:26][CH2:27][CH:22]([CH2:21][CH2:20][C:16]2[CH:15]=[C:14]([CH:19]=[CH:18][CH:17]=2)[C:12]([OH:13])=[O:11])[CH2:23][CH2:24]1)=[O:29])([CH3:34])([CH3:32])[CH3:33] |f:0.1|. Reported procedure: Aqueous 1 M sodium hydroxide solution (196 ml) was added to a THF (200 ml)/methanol (50 ml) mixed solution of tert-butyl 4-{2-[3-(methoxycarbonyl)phenyl]ethyl}-1-piperidinecarboxylate (45.4 g), followed by stirring at 60° C. for 2 hours. The organic solvent was evaporated under reduced pressure, and under ice cooling, 0.5 M hydrochloric acid (400 ml) was added to the residue. The reaction liquid was diluted with EtOAc, washed with water and saturated brine, and dried over anhydrous sodium sulfat...